This data is from the Open Reaction Database (ORD), a public repository of structured organic reaction records. The task is: describe an organic reaction: reactants, conditions, products, and yield Reactants: C[Si](C)(C)C#N (Trimethylsilylcyanide), CC(=O)C1=CC(=CC=C1)Br (3-bromoacetophenone), [NH4+].[Cl-] (NH4Cl). Run in N.CO (NH3 MeOH). Reaction conditions: time 4 day. The product is NC(C#N)(C)C1=CC(=CC=C1)Br (rac-2-amino-2-(3-bromo-phenyl)-propionitrile). The yield is 88.9%. Reaction SMILES: C[Si]([C:5]#[N:6])(C)C.[CH3:7][C:8]([C:10]1[CH:15]=[CH:14][CH:13]=[C:12]([Br:16])[CH:11]=1)=O.[NH4+:17].[Cl-]>N.CO>[NH2:17][C:8]([C:10]1[CH:15]=[CH:14][CH:13]=[C:12]([Br:16])[CH:11]=1)([CH3:7])[C:5]#[N:6] |f:2.3,4.5|. Reported procedure: Trimethylsilylcyanide (20 g, 200 mmol) was added to a stirred solution of 3-bromoacetophenone (20 g, 100 mmol) and NH4Cl (11 g, 200 mmol) in NH3/MeOH (400 mL). The mixture was stirred at room temperature for 4 days. Then the solvent was evaporated in vacuo and the residue was taken up in AcOEt (100 mL). The solid was filtered off and the filtrate was evaporated in vacuo to yield rac-2-amino-2-(3-bromo-phenyl)-propionitrile (20 g, 86% yield) which was used in the next step without further purific...